Dataset: the Open Reaction Database (ORD), a public repository of structured organic reaction records. Task: describe an organic reaction: reactants, conditions, products, and yield Reactants: ClC=1C(=NC=CC1)C#N (3-chloro-2-cyanopyridine), C[S-].[Na+] (sodium thiomethoxide). The solvent is CN1C(CCC1)=O (1-methyl-2-pyrrolidinone). Reaction conditions: temperature 140 celsius. The product is SC=1C(=NC=CC1)C#N (3-mercaptopicolinonitrile). Isolated yield 42.7%. As a reaction SMILES: Cl[C:2]1[C:3]([C:8]#[N:9])=[N:4][CH:5]=[CH:6][CH:7]=1.C[S-:11].[Na+]>CN1CCCC1=O>[SH:11][C:2]1[C:3]([C:8]#[N:9])=[N:4][CH:5]=[CH:6][CH:7]=1 |f:1.2|. Procedure: A mixture of 3-chloro-2-cyanopyridine (2.50 g, 18.05 mmol), and sodium thiomethoxide (3.60 g, 51.40 mmol) in 1-methyl-2-pyrrolidinone (25 mL) was heated at 140° C. overnight. The reaction mixture was cooled to 0° C. and quenched with 50% aqueous HCl. A light brown precipitate formed and the reaction was cooled for 1 h while stirring. The light brown solid was collected by vacuum filtration and dried under reduced pressure overnight to provide 3-mercaptopicolinonitrile (1.05 g). The crude product... RXN SMILES: [BH4-:22].[C:1]1(=[O:21])[c:2]2[c:3]([cH:17][cH:18][cH:19][cH:20]2)[C:4](=[O:16])[N:5]1[CH2:6][CH2:7][CH2:8][S:9][c:10]1[cH:11][cH:12][n:13][cH:14][cH:15]1.[CH3:24][CH2:25][OH:26].[Na+:23]>>[CH2:1]([c:2]1[c:3]([C:4]([NH:5][CH2:6][CH2:7][CH2:8][S:9][c:10]2[cH:11][cH:12][n:13][cH:14][cH:15]2)=[O:16])[cH:17][cH:18][cH:19][cH:20]1)[OH:21]. The reactants are [BH4-], O=C1c2ccccc2C(=O)N1CCCSc1ccncc1, CCO, [Na+]. Yields the product O=C(NCCCSc1ccncc1)c1ccccc1CO. The reactants are [H][H] (hydrogen), peroxide, Cl (Hydrochloric acid), C(CCCCCCC)C1C=CC(C1=CCCCCCC(=O)OC)=O (4-octyl-5-(6-methoxycarbonylhexylidene)-2-cyclopentenone), C1(=CC=CC=C1)[Se]Cl (phenyl selenium chloride), C1(=CC=CC=C1)[Se]Cl (phenyl selenium chloride). The solvent is N1=CC=CC=C1 (pyridine), N1=CC=CC=C1 (pyridine), O (water), ClCCl (dichloromethane), N1=CC=CC=C1 (pyridine). Product: ClC=1C(C(C(C1)CCCCCCCC)=CCCCCCC(=O)OC)=O (2-chloro-4-octyl-5-(6-methoxycarbonylhexylidene)-2-cyclopentenone). Yield: 0.1%. As a reaction SMILES: [CH2:1]([CH:9]1[C:13](=[CH:14][CH2:15][CH2:16][CH2:17][CH2:18][CH2:19][C:20]([O:22][CH3:23])=[O:21])[C:12](=[O:24])[CH:11]=[CH:10]1)[CH2:2][CH2:3][CH2:4][CH2:5][CH2:6][CH2:7][CH3:8].C1([Se][Cl:32])C=CC=CC=1.[H][H].Cl>ClCCl.O.N1C=CC=CC=1>[Cl:32][C:11]1[C:12](=[O:24])[C:13](=[CH:14][CH2:15][CH2:16][CH2:17][CH2:18][CH2:19][C:20]([O:22][CH3:23])=[O:21])[CH:9]([CH2:1][CH2:2][CH2:3][CH2:4][CH2:5][CH2:6][CH2:7][CH3:8])[CH:10]=1. Procedure details: 17 mg (51 mmol) of 4-octyl-5-(6-methoxycarbonylhexylidene)-2-cyclopentenone was dissolved in 1 ml of dichloromethane and 23 μl (280 μmol) of pyridine was added thereto. With stirring, 49 mg (254 mmol) of phenyl selenium chloride was added to the mixture and the reaction mixture was refluxed. 10 hours later, 23 μl (280 mmol) of pyridine and 49 mg (254 mmol) of phenyl selenium chloride were further added and the mixture was refluxed for 25 hours. 0.5 ml of pyridine was added to the reaction mixtur... The reactants are C(#C)C=1C=NN2C1N=C(C=C2C(F)(F)F)C2=CC=C(C=C2)C(F)(F)F (3-ethynyl-7-trifluoromethyl-5-(4-trifluoromethyl-phenyl)-pyrazolo[1,5-a]pyrimidine), N1=CC=C(C=C1)CNS(=O)(=O)C=1SC(=CC1)Br (5-Bromo-thiophene-2-sulfonic acid (pyridin-4-ylmethyl)-amide). Product: N1=CC=C(C=C1)CNS(=O)(=O)C=1SC(=CC1)C#CC=1C=NN2C1N=C(C=C2C(F)(F)F)C2=CC=C(C=C2)C(F)(F)F (5-[7-Trifluoromethyl-5-(4-trifluoromethyl-phenyl)-pyrazolo[1,5-a]pyrimidin-3-ylethynyl]-thiophene-2-sulfonic acid (pyridin-4-ylmethyl)-amide), solid. Yield: 38.0%. RXN SMILES: [C:1]([C:3]1[CH:4]=[N:5][N:6]2[C:11]([C:12]([F:15])([F:14])[F:13])=[CH:10][C:9]([C:16]3[CH:21]=[CH:20][C:19]([C:22]([F:25])([F:24])[F:23])=[CH:18][CH:17]=3)=[N:8][C:7]=12)#[CH:2].[N:26]1[CH:31]=[CH:30][C:29]([CH2:32][NH:33][S:34]([C:37]2[S:38][C:39](Br)=[CH:40][CH:41]=2)(=[O:36])=[O:35])=[CH:28][CH:27]=1>>[N:26]1[CH:31]=[CH:30][C:29]([CH2:32][NH:33][S:34]([C:37]2[S:38][C:39]([C:2]#[C:1][C:3]3[CH:4]=[N:5][N:6]4[C:11]([C:12]([F:14])([F:13])[F:15])=[CH:10][C:9]([C:16]5[CH:21]=[CH:20][C:19]([C:22]([F:25])([F:24])[F:23])=[CH:18][CH:17]=5)=[N:8][C:7]=34)=[CH:40][CH:41]=2)(=[O:36])=[O:35])=[CH:28][CH:27]=1. Reported procedure: The title compound was prepared from 3-ethynyl-7-trifluoromethyl-5-(4-trifluoromethyl-phenyl)-pyrazolo[1,5-a]pyrimidine (example C.1) (178 mg, 0.5 mmol) and 5-bromo-thiophene-2-sulfonic acid (pyridin-4-ylmethyl)-amide (example B.55) (167 mg, 0.5 mmol) according to general procedure II. Obtained as a yellow solid (115 mg, 38%). MS (ISN) 606.2 [(M−H)−]; mp 170° C.